Dataset: the Open Reaction Database (ORD), a public repository of structured organic reaction records. Task: describe an organic reaction: reactants, conditions, products, and yield The reactants are ClC=1C=C(C=CC1S(=O)(=O)C)C(C(=O)NC1=NC=C(N=C1)C=O)CC1CCCC1 (2-(3-chloro-4-methanesulfonyl-phenyl)-3-cyclopentyl-N-(5-formyl-pyrazin-2-yl)-propionamide), S1C(NC(C1)=O)=O (2,4-thiazolidinedione), N1CCCCC1 (piperidine), C(C1=CC=CC=C1)(=O)O (benzoic acid). Run in C(C)O (ethanol). Run at temperature 25 celsius. The product is ethyl acetate hexanes, ClC=1C=C(C=CC1S(=O)(=O)C)C(C(=O)NC1=NC=C(N=C1)C=C1C(NC(S1)=O)=O)CC1CCCC1 (2-(3-chloro-4-methanesulfonyl-phenyl)-3-cyclopentyl-N-[5-(2,4-dioxo-thiazolidin-5-ylidenemethyl)-pyrazin-2-yl]-propionamide). Yield: 74.8%. RXN SMILES: [Cl:1][C:2]1[CH:3]=[C:4]([CH:12]([CH2:24][CH:25]2[CH2:29][CH2:28][CH2:27][CH2:26]2)[C:13]([NH:15][C:16]2[CH:21]=[N:20][C:19]([CH:22]=O)=[CH:18][N:17]=2)=[O:14])[CH:5]=[CH:6][C:7]=1[S:8]([CH3:11])(=[O:10])=[O:9].[S:30]1[CH2:34][C:33](=[O:35])[NH:32][C:31]1=[O:36].N1CCCCC1.C(O)(=O)C1C=CC=CC=1>C(O)C>[Cl:1][C:2]1[CH:3]=[C:4]([CH:12]([CH2:24][CH:25]2[CH2:26][CH2:27][CH2:28][CH2:29]2)[C:13]([NH:15][C:16]2[CH:21]=[N:20][C:19]([CH:22]=[C:34]3[S:30][C:31](=[O:36])[NH:32][C:33]3=[O:35])=[CH:18][N:17]=2)=[O:14])[CH:5]=[CH:6][C:7]=1[S:8]([CH3:11])(=[O:9])=[O:10]. Procedure details: A solution of 2-(3-chloro-4-methanesulfonyl-phenyl)-3-cyclopentyl-N-(5-formyl-pyrazin-2-yl)-propionamide (prepared as in Example 18, 44 mg, 0.1 mmol), 2,4-thiazolidinedione (18 mg, 0.15 mmol), piperidine (2 μL, 0.02 mmol), and benzoic acid (1.2 mg, 0.01 mmol) in anhydrous ethanol (5 mL) was heated under reflux overnight. The reaction mixture was allowed to cool to 25° C. and then was concentrated in vacuo. Flash chromatography (Merck Silica gel 60, 230–400 mesh, 0%–60% ethyl acetate/hexanes) aff... Starting materials: Cl (hydrochloric acid), NC=1SC=C(N1)C(C(=O)O)=NOC1CCCCC1 (2-(2-Aminothiazol-4-yl)-2-cyclohexyloxyiminoacetic acid), C(C)(=O)OC(C)=O (acetic anhydride), C([O-])(O)=O.[Na+] (sodium bicarbonate). The solvent is C(=O)O (formic acid). The product is C(=O)NC=1SC=C(N1)C(C(=O)O)=NOC1CCCCC1 (2-(2-formamidothiazol-4-yl)-2-cyclohexyloxyiminoacetic acid). The yield is 60.4%. Reaction SMILES: [NH2:1][C:2]1[S:3][CH:4]=[C:5]([C:7](=[N:11][O:12][CH:13]2[CH2:18][CH2:17][CH2:16][CH2:15][CH2:14]2)[C:8]([OH:10])=[O:9])[N:6]=1.[C:19](OC(=O)C)(=[O:21])C.C(=O)(O)[O-].[Na+].Cl>C(O)=O>[CH:19]([NH:1][C:2]1[S:3][CH:4]=[C:5]([C:7](=[N:11][O:12][CH:13]2[CH2:18][CH2:17][CH2:16][CH2:15][CH2:14]2)[C:8]([OH:10])=[O:9])[N:6]=1)=[O:21] |f:2.3|. Procedure details: 2-(2-Aminothiazol-4-yl)-2-cyclohexyloxyiminoacetic acid (syn isomer, 1.5 g.), acetic anhydride (2.27 g.) and formic acid (1.03 g.) were treated in a similar manner to that of Example F-(5), and the oil obtained was suspended in an aqueous solution of sodium bicarbonate. The suspension was adjusted to pH 3.5 with 10% hydrochloric acid. The precipitates were collected by filtration, washed with water and dried to give 2-(2-formamidothiazol-4-yl)-2-cyclohexyloxyiminoacetic acid (syn isomer, 1.0 g.)... Starting materials: [N+](#[C-])C(C)(C)C (2-isocyano-2-methylpropane), FC=1C=CC(=NC1)N (5-fluoropyridin-2-amine), C(=O)C=1C=C(C#N)C=CC1 (3-formylbenzonitrile), O.C1(=CC=C(C=C1)S(=O)(=O)O)C (p-toluenesulfonic acid monohydrate). Run in CO (MeOH). Reaction conditions: time 20 minute. The product is C(C)(C)(C)NC1=C(N=C2N1C=C(C=C2)F)C=2C=C(C#N)C=CC2 (3-(3-tert-Butylamino-6-fluoro-imidazo[1,2-a]pyridin-2-yl)-benzonitrile). The yield is 58.8%. RXN SMILES: [F:1][C:2]1[CH:3]=[CH:4][C:5]([NH2:8])=[N:6][CH:7]=1.[CH:9]([C:11]1[CH:12]=[C:13]([CH:16]=[CH:17][CH:18]=1)[C:14]#[N:15])=O.O.C1(C)C=CC(S(O)(=O)=O)=CC=1.[N+:31]([C:33]([CH3:36])([CH3:35])[CH3:34])#[C-:32]>CO>[C:33]([NH:31][C:32]1[N:6]2[CH:7]=[C:2]([F:1])[CH:3]=[CH:4][C:5]2=[N:8][C:9]=1[C:11]1[CH:12]=[C:13]([CH:16]=[CH:17][CH:18]=1)[C:14]#[N:15])([CH3:36])([CH3:35])[CH3:34] |f:2.3|. Reported procedure: 5-fluoropyridin-2-amine (200 mg, 1.78 mmol, Eq: 1.00), 3-formylbenzonitrile (246 mg, 1.87 mmol, Eq: 1.05) and p-toluenesulfonic acid monohydrate (102 mg, 535 μmol, Eq: 0.3) were dissolved in MeOH (2.00 mL) and the intensive yellow solution was stirred for 20 min. To this yellow solution was added dropwise 2-isocyano-2-methylpropane (148 mg, 203 μL, 1.78 mmol, Eq: 1.00) and the corresponding yellow solution was stirred for 1 h whereupon a white precipitate was formed. The precipitate was filtered... Reactants: C#CCBr, CN(C)C=O, [H-], [Na+], O, O=C(O)CCS. The product is C#CCSCCC(=O)O. RXN SMILES: [CH2:9]([C:10]#[CH:11])[Br:12].[CH3:14][N:15]([CH3:16])[CH:17]=[O:18].[H-:7].[Na+:8].[OH2:13].[SH:1][CH2:2][CH2:3][C:4](=[O:5])[OH:6]>>[S:1]([CH2:2][CH2:3][C:4](=[O:5])[OH:6])[CH2:11][C:10]#[CH:9]. Reactants: C(=NC1CCCCC1)=NC1CCCCC1, COc1cc2c(c(C)c1C)N(CCCN)CC1(CCC1)C2, CN(C)c1ccncc1, ClCCl, O=C(O)c1ccccc1. The product is COc1cc2c(c(C)c1C)N(CCCNC(=O)c1ccccc1)CC1(CCC1)C2. RXN SMILES: [CH2:31]1[CH2:32][CH2:33][CH:34]([N:35]=[C:36]=[N:37][CH:38]2[CH2:39][CH2:40][CH2:41][CH2:42][CH2:43]2)[CH2:44][CH2:45]1.[CH3:1][O:2][c:3]1[cH:4][c:5]2[c:13]([c:14]([CH3:17])[c:15]1[CH3:16])[N:12]([CH2:18][CH2:19][CH2:20][NH2:21])[CH2:11][C:7]1([CH2:6]2)[CH2:8][CH2:9][CH2:10]1.[CH3:49][N:50]([CH3:51])[c:52]1[cH:53][cH:54][n:55][cH:56][cH:57]1.[Cl:46][CH2:47][Cl:48].[OH:22][C:23](=[O:24])[c:25]1[cH:26][cH:27][cH:28][cH:29][cH:30]1>>[CH3:1][O:2][c:3]1[cH:4][c:5]2[c:13]([c:14]([CH3:17])[c:15]1[CH3:16])[N:12]([CH2:18][CH2:19][CH2:20][NH:21][C:23](=[O:22])[c:25]1[cH:26][cH:27][cH:28][cH:29][cH:30]1)[CH2:11][C:7]1([CH2:6]2)[CH2:8][CH2:9][CH2:10]1. The reactants are C(CCC)[Li] (n-butyllithium), C(C1=CC=CC=C1)Br (benzyl bromide), C(C)(C)NC(C)C (diisopropylamine), C(C(C)C)(=O)O (isobutyric acid), [H-].[Na+] (sodium hydride). Run in CCCCCC (hexane), O (Water), O1CCCC1 (tetrahydrofuran). Run at temperature 0 celsius, time 30 minute. Yields the product CC(C(=O)O)(CC1=CC=CC=C1)C (2,2-dimethyl-3-phenylpropionic acid). The yield is 15.0%. RXN SMILES: [H-].[Na+].C(NC(C)C)(C)C.[C:10]([OH:15])(=[O:14])[CH:11]([CH3:13])[CH3:12].C([Li])CCC.[CH2:21](Br)[C:22]1[CH:27]=[CH:26][CH:25]=[CH:24][CH:23]=1>CCCCCC.O.O1CCCC1>[CH3:12][C:11]([CH3:13])([CH2:21][C:22]1[CH:27]=[CH:26][CH:25]=[CH:24][CH:23]=1)[C:10]([OH:15])=[O:14] |f:0.1|. Procedure details: To a mixture of 1.23 g (41.0 mmol) of 80% sodium hydride and 50 mL of anhydrous tetrahydrofuran under a nitrogen atmosphere, was added 3.88 g (38.3 mmol) of diisopropylamine and then 3.3 g (37.5 mmol) of isobutyric acid. After heating at reflux for 5 minutes and cooling to 0° C., 15 mL (37.5 mmol) of 2.5M n-butyllithium in hexane was added. The mixture was warmed to 35° C. for 30 min, cooled to 0° C. and 6.40 g (37.5 mmol) of benzyl bromide added. The mixture was stirred for 30 minutes at 0° C.,... Reactants: C(#N)C(=CC1=CC=2C(=NC=CC2O1)NC(C1=CC=CC=C1)=O)C(C)=O (N-{2-(2-Cyano-3-oxobut-1-en-1-yl)furo[3,2-c]pyridin-4-yl}benzamide), NC(=CC#N)C1=CC=C(C=C1)Cl (3-amino-3-(4-chlorophenyl)prop-2-enenitrile). The solvent is C(C)(=O)O (acetic acid). Reaction conditions: temperature 110 celsius, time 30 minute. The product is C(#N)C1=C(NC(=C(C1C1=CC=2C(=NC=CC2O1)NC(C1=CC=CC=C1)=O)C#N)C)C1=CC=C(C=C1)Cl (N-{2-[3,5-Dicyano-2-(4-chlorophenyl)-6-methyl-1,4-dihydropyridin-4-yl]furo[3,2-c]pyridin-4-yl}-benzamide). Reaction SMILES: [C:1]([C:3]([C:23](=O)[CH3:24])=[CH:4][C:5]1[O:13][C:12]2[CH:11]=[CH:10][N:9]=[C:8]([NH:14][C:15](=[O:22])[C:16]3[CH:21]=[CH:20][CH:19]=[CH:18][CH:17]=3)[C:7]=2[CH:6]=1)#[N:2].[NH2:26][C:27]([C:31]1[CH:36]=[CH:35][C:34]([Cl:37])=[CH:33][CH:32]=1)=[CH:28][C:29]#[N:30]>C(O)(=O)C>[C:29]([C:28]1[CH:4]([C:5]2[O:13][C:12]3[CH:11]=[CH:10][N:9]=[C:8]([NH:14][C:15](=[O:22])[C:16]4[CH:21]=[CH:20][CH:19]=[CH:18][CH:17]=4)[C:7]=3[CH:6]=2)[C:3]([C:1]#[N:2])=[C:23]([CH3:24])[NH:26][C:27]=1[C:31]1[CH:32]=[CH:33][C:34]([Cl:37])=[CH:35][CH:36]=1)#[N:30]. Procedure details: A mixture of 200 mg (0.604 mmol) N-{2-(2-cyano-3-oxobut-1-en-1-yl)furo[3,2-c]pyridin-4-yl}benzamide (Example 4A) and 129 mg (0.724 mmol) 3-amino-3-(4-chlorophenyl)prop-2-enenitrile (Example 6A) in acetic acid (2 ml) was stirred for 30 min at 110° C. Upon cooling, the mixture was concentrated under reduced pressure, and the residue was directly purified by preparative RP-HPLC (acetonitrile/water+0.1% TFA gradient, final mixture 90:10 v/v) to yield 197 mg (64% of th.) of the racemic title compound...